This data is from the Open Reaction Database (ORD), a public repository of structured organic reaction records. The task is: describe an organic reaction: reactants, conditions, products, and yield Reactants: BrCCC1=CC=CC=C1 (2-bromoethylbenzene), nitrile, [H-].[Na+] (NaH), FC1=CC=C(C=C1)C(C#N)C=1C=NC=CC1 (alpha-4-fluorophenyl-3-pyridylacetonitrile). Run in CN(C)C=O (DMF), hexanes, CN(C)C=O (DMF). Run at time 15 minute. The product is FC1=CC=C(C=C1)C(C#N)(CCC1=CC=CC=C1)C=1C=NC=CC1 (2-(4-fluorophenyl)-4-phenyl-2-(3-pyridyl)butanenitrile). Yield: 78.0%. Reaction SMILES: [H-].[Na+].Br[CH2:4][CH2:5][C:6]1[CH:11]=[CH:10][CH:9]=[CH:8][CH:7]=1.[F:12][C:13]1[CH:18]=[CH:17][C:16]([CH:19]([C:22]2[CH:23]=[N:24][CH:25]=[CH:26][CH:27]=2)[C:20]#[N:21])=[CH:15][CH:14]=1>CN(C=O)C>[F:12][C:13]1[CH:18]=[CH:17][C:16]([C:19]([C:22]2[CH:23]=[N:24][CH:25]=[CH:26][CH:27]=2)([CH2:4][CH2:5][C:6]2[CH:11]=[CH:10][CH:9]=[CH:8][CH:7]=2)[C:20]#[N:21])=[CH:15][CH:14]=1 |f:0.1|. Reported procedure: In a 300 ml. 3 neck round bottomed flask under N2 was charged 0.9 g. of 60% NaH (1.5 eq., 0.0225 moles), washed 2 times with 15 ml hexanes, in 40 ml. DMF and 5.5 g. of 2-bromoethylbenzene (2.0 eq., 0.030 moles). This was followed by the addition of 3.18 g. of alpha-4-fluorophenyl-3-pyridylacetonitrile (1.0 eq., 0.015 moles) in 10 ml. DMF which resulted in an exotherm to 46° C. After 15 min. GLC analysis showed no unreacted nitrile. The reaction was quenched by the addition of 100 ml. water and t...